Dataset: the Open Reaction Database (ORD), a public repository of structured organic reaction records. Task: describe an organic reaction: reactants, conditions, products, and yield Reactants: COC(=O)c1nc(NC(=O)c2cc(NC(=O)OC(C)(C)C)cn2C)cn1C, [Li+], [OH-], O. Yields the product Cn1cc(NC(=O)OC(C)(C)C)cc1C(=O)Nc1cn(C)c(C(=O)O)n1. RXN SMILES: [C:1]([CH3:2])([CH3:3])([CH3:4])[O:5][C:6](=[O:7])[NH:8][c:9]1[cH:10][c:11]([C:15](=[O:16])[NH:17][c:18]2[n:19][c:20]([C:24](=[O:25])[O:26][CH3:27])[n:21]([CH3:23])[cH:22]2)[n:12]([CH3:14])[cH:13]1.[Li+:29].[OH-:28].[OH2:30]>>[C:1]([CH3:2])([CH3:3])([CH3:4])[O:5][C:6](=[O:7])[NH:8][c:9]1[cH:10][c:11]([C:15](=[O:16])[NH:17][c:18]2[n:19][c:20]([C:24](=[O:25])[OH:26])[n:21]([CH3:23])[cH:22]2)[n:12]([CH3:14])[cH:13]1. Starting materials: C(C)(C)(C)C1=CC=C(C=C1)C=1C=C(C=NC1)C1NC2=CC=C(C=C2C(C1)(C)C)C(=O)O (2-[5-(4-tert-butyl-phenyl)-pyridin-3-yl]-4,4-dimethyl-1,2,3,4-tetrahydro-quinoline-6-carboxylic acid), 1-3-dimethylaminopropyl-3-ethylcarbodiimide hydrochloride, C1(CC1)S(=O)(=O)N (cyclopropane sulfonic acid amide). Reagents/catalysts: CN(C1=CC=NC=C1)C (4-dimethylaminopyridine). The solvent is ClCCl (dichloromethane). Product: C(C)(C)(C)C1=CC=C(C=C1)C=1C=C(C=NC1)C1NC2=CC=C(C=C2C(C1)(C)C)C(=O)NS(=O)(=O)C1CC1 (cyclopropanesulfonic acid {2-[5-(4-tert-butyl-phenyl)-pyridin-3-yl]-4,4-dimethyl-1,2,3,4-tetrahydro-quinoline-6-carbonyl}-amide). The yield is 20.1%. As a reaction SMILES: [C:1]([C:5]1[CH:10]=[CH:9][C:8]([C:11]2[CH:12]=[C:13]([CH:17]3[CH2:26][C:25]([CH3:28])([CH3:27])[C:24]4[C:19](=[CH:20][CH:21]=[C:22]([C:29](O)=[O:30])[CH:23]=4)[NH:18]3)[CH:14]=[N:15][CH:16]=2)=[CH:7][CH:6]=1)([CH3:4])([CH3:3])[CH3:2].[CH:32]1([S:35]([NH2:38])(=[O:37])=[O:36])[CH2:34][CH2:33]1>CN(C)C1C=CN=CC=1.ClCCl>[C:1]([C:5]1[CH:10]=[CH:9][C:8]([C:11]2[CH:12]=[C:13]([CH:17]3[CH2:26][C:25]([CH3:28])([CH3:27])[C:24]4[C:19](=[CH:20][CH:21]=[C:22]([C:29]([NH:38][S:35]([CH:32]5[CH2:34][CH2:33]5)(=[O:37])=[O:36])=[O:30])[CH:23]=4)[NH:18]3)[CH:14]=[N:15][CH:16]=2)=[CH:7][CH:6]=1)([CH3:4])([CH3:2])[CH3:3]. Procedure details: A mixture of 2-[5-(4-tert-butyl-phenyl)-pyridin-3-yl]-4,4-dimethyl-1,2,3,4-tetrahydro-quinoline-6-carboxylic acid (200 mg, 0.48 mmol), 1-3-dimethylaminopropyl-3-ethylcarbodiimide hydrochloride (130 mg, 0.72 mmol), 4-dimethylaminopyridine (88 mg, 0.72 mmol), cyclopropane sulfonic acid amide (170 mg, 1.44 mmol) in dichloromethane (20 mL) was refluxed for 12 h. Removal of the solvent to afford the oil residue. Purification by Waters automated flash system (column: Xterra 30 mm×100 mm, sample manage... Starting materials: [Cl-].[Cl-].[Ca+2] (CaCl2), ClC1=NC=C(C=C1NC(OC(C)(C)C)=O)Cl (tert-butyl (2,5-dichloropyridin-3-yl)carbamate), C(C1=CC=CC=C1)OC1=CC=C(N)C=C1 (4-(benzyloxy)aniline), CC1(C2=CC=CC(=C2OC=2C(=CC=CC12)P(C1=CC=CC=C1)C1=CC=CC=C1)P(C1=CC=CC=C1)C1=CC=CC=C1)C (9,9-dimethyl-4,5-bis(diphenylphosphino)xanthene), CC(C)([O-])C.[Na+] (sodium tert-butoxide), [H-].[Na+] (NaH), C(C)I (ethyl iodide). The reagents and catalysts are C=1C=CC(=CC1)/C=C/C(=O)/C=C/C2=CC=CC=C2.C=1C=CC(=CC1)/C=C/C(=O)/C=C/C2=CC=CC=C2.C=1C=CC(=CC1)/C=C/C(=O)/C=C/C2=CC=CC=C2.[Pd].[Pd] (Pd2(dba)3). Run in CO (MeOH), C1(=CC=CC=C1)C (toluene), CC(C)O (2-propanol), CN(C)C=O (DMF). Reaction conditions: temperature 100 celsius, time 8 hour. Product: C(C1=CC=CC=C1)OC1=CC=C(C=C1)N1C(N(C=2C1=NC=C(C2)Cl)CC)=O (3-[4-(benzyloxy)phenyl]-6-chloro-1-ethyl-1,3-dihydro-2H-imidazo[4,5-b]pyridin-2-one). The yield is 247.5%. Reaction SMILES: Cl[C:2]1[C:7]([NH:8][C:9](=[O:15])OC(C)(C)C)=[CH:6][C:5]([Cl:16])=[CH:4][N:3]=1.[CH2:17]([O:24][C:25]1[CH:31]=[CH:30][C:28]([NH2:29])=[CH:27][CH:26]=1)[C:18]1[CH:23]=[CH:22][CH:21]=[CH:20][CH:19]=1.[CH3:32][C:33]1(C)C2C=CC=C(P(C3C=CC=CC=3)C3C=CC=CC=3)C=2OC2C1=CC=CC=2P(C1C=CC=CC=1)C1C=CC=CC=1.CC(C)([O-])C.[Na+].[H-].[Na+].C(I)C.[Cl-].[Cl-].[Ca+2]>C1(C)C=CC=CC=1.CN(C=O)C.CO.C1C=CC(/C=C/C(/C=C/C2C=CC=CC=2)=O)=CC=1.C1C=CC(/C=C/C(/C=C/C2C=CC=CC=2)=O)=CC=1.C1C=CC(/C=C/C(/C=C/C2C=CC=CC=2)=O)=CC=1.[Pd].[Pd].CC(O)C>[CH2:17]([O:24][C:25]1[CH:26]=[CH:27][C:28]([N:29]2[C:2]3=[N:3][CH:4]=[C:5]([Cl:16])[CH:6]=[C:7]3[N:8]([CH2:32][CH3:33])[C:9]2=[O:15])=[CH:30][CH:31]=1)[C:18]1[CH:19]=[CH:20][CH:21]=[CH:22][CH:23]=1 |f:3.4,5.6,8.9.10,14.15.16.17.18|. Procedure: The mixture of tert-butyl (2,5-dichloropyridin-3-yl)carbamate (7.0 g), 4-(benzyloxy)aniline (7.95 g), 9,9-dimethyl-4,5-bis(diphenylphosphino)xanthene (1.231 g), Pd2(dba)3 (0.974 g) and sodium tert-butoxide (3.58 g) in toluene (160 mL)-2-propanol (40.0 mL) was stirred at 100° C. under Ar overnight. The reaction mixture was concentrated in vacuo. The residue was purified by column chromatography (silica gel, eluted with 0%-100% EtOAc in hexane) to give intermediate. To the intermediate in DMF (100... The reactants are C(C)OC(C(C1=CC=C(C=C1)OCC(N1CC2=CC=CC=C2CC1)=O)=O)=O (4-[2-Oxo-2-(1,2,3,4-tetrahydro-2-isoquinolinyl)ethoxy]-alpha-oxobenzeneacetic acid ethyl ester), C([O-])([O-])=O.[Na+].[Na+] (sodium carbonate). The solvent is CO (methanol), O (water). Reaction conditions: time 20 minute. Yields the product O=C(COC1=CC=C(C=C1)C(C(=O)O)=O)N1CC2=CC=CC=C2CC1 (4-[2-oxo-2-(1,2,3,4-tetrahydro-2-isoquinolinyl)ethoxy]-alpha-oxobenzeneacetic acid). Yield: 28.1%. As a reaction SMILES: C([O:3][C:4](=[O:27])[C:5](=[O:26])[C:6]1[CH:11]=[CH:10][C:9]([O:12][CH2:13][C:14](=[O:25])[N:15]2[CH2:24][CH2:23][C:22]3[C:17](=[CH:18][CH:19]=[CH:20][CH:21]=3)[CH2:16]2)=[CH:8][CH:7]=1)C.C(=O)([O-])[O-].[Na+].[Na+]>CO.O>[O:25]=[C:14]([N:15]1[CH2:24][CH2:23][C:22]2[C:17](=[CH:18][CH:19]=[CH:20][CH:21]=2)[CH2:16]1)[CH2:13][O:12][C:9]1[CH:8]=[CH:7][C:6]([C:5](=[O:26])[C:4]([OH:27])=[O:3])=[CH:11][CH:10]=1 |f:1.2.3|. Procedure: 4-[2-Oxo-2-(1,2,3,4-tetrahydro-2-isoquinolinyl)ethoxy]-alpha-oxobenzeneacetic acid ethyl ester (0.3 g) in methanol (10 mL) was treated with sodium carbonate (0.113 g) in water (3 mL), and the mixture was stirred at room temperature for 20 minutes. After the solvents were removed in vacuo, water (10 mL) was added and the solution acidified with 3N hydrochloric acid, then the aqueous layer was extracted with dichloromethane-tetrahydrofuran (1:1). The organic layer was dried (MgSO4), evaporated and... Starting materials: Cl.C1(CC1)NC(=O)[C@H]1NCCC1 ((S)-Pyrrolidine-2-carboxylic acid cyclopropylamide hydrochloride), C(C)OC(=O)N1CCN(CC1)C([C@H](CCC(=O)OC(C)(C)C)NC(=O)C1=NC2=CC(=CC=C2C(=C1)OCC(=O)O)C)=O (4-{(S)-4-tert-Butoxycarbonyl-2-[(4-carboxymethoxy-7-methyl-quinoline-2-carbonyl)-amino]-butyryl}-piperazine-1-carboxylic acid ethyl ester), C(CCl)Cl (EDC), FC1=C(C(=C(C(=C1O)F)F)F)F (pentafluorophenol). Run in CN(C)C=O (DMF), CN(C)C=O (DMF), O (water). Reaction conditions: temperature 50 celsius. Yields the product C(C)OC(=O)N1CCN(CC1)C([C@H](CCC(=O)OC(C)(C)C)NC(=O)C1=NC2=CC(=CC=C2C(=C1)OCC(=O)N1[C@@H](CCC1)C(NC1CC1)=O)C)=O (4-[(S)-4-tert-Butoxycarbonyl-2-({4-[2-((S)-2-cyclopropylcarbamoyl-pyrrolidin-1-yl)-2-oxo-ethoxy]-7-methyl-quinoline-2-carbonyl}-amino)-butyryl]-piperazine-1-carboxylic acid ethyl ester). Reaction SMILES: [CH2:1]([O:3][C:4]([N:6]1[CH2:11][CH2:10][N:9]([C:12](=[O:42])[C@@H:13]([NH:23][C:24]([C:26]2[CH:35]=[C:34]([O:36][CH2:37][C:38](O)=[O:39])[C:33]3[C:28](=[CH:29][C:30]([CH3:41])=[CH:31][CH:32]=3)[N:27]=2)=[O:25])[CH2:14][CH2:15][C:16]([O:18][C:19]([CH3:22])([CH3:21])[CH3:20])=[O:17])[CH2:8][CH2:7]1)=[O:5])[CH3:2].C(Cl)CCl.FC1C(O)=C(F)C(F)=C(F)C=1F.Cl.[CH:60]1([NH:63][C:64]([C@@H:66]2[CH2:70][CH2:69][CH2:68][NH:67]2)=[O:65])[CH2:62][CH2:61]1>CN(C=O)C.O>[CH2:1]([O:3][C:4]([N:6]1[CH2:7][CH2:8][N:9]([C:12](=[O:42])[C@@H:13]([NH:23][C:24]([C:26]2[CH:35]=[C:34]([O:36][CH2:37][C:38]([N:67]3[CH2:68][CH2:69][CH2:70][C@H:66]3[C:64](=[O:65])[NH:63][CH:60]3[CH2:61][CH2:62]3)=[O:39])[C:33]3[C:28](=[CH:29][C:30]([CH3:41])=[CH:31][CH:32]=3)[N:27]=2)=[O:25])[CH2:14][CH2:15][C:16]([O:18][C:19]([CH3:20])([CH3:22])[CH3:21])=[O:17])[CH2:10][CH2:11]1)=[O:5])[CH3:2] |f:3.4|. Procedure details: To a solution of 1 g of 4-{(S)-4-tert-Butoxycarbonyl-2-[(4-carboxymethoxy-7-methyl-quinoline-2-carbonyl)-amino]-butyryl}-piperazine-1-carboxylic acid ethyl ester in 12 ml of DMF, 392 mg of EDC, 376 mg of pentafluorophenol and 392 mg of NEM was added and the reaction mixture was warmed to 50° C. for 2 h. Then, after cooling to RT, 334 mg of (S)-Pyrrolidine-2-carboxylic acid cyclopropylamide hydrochloride and 201 mg of NEM in 5 ml of DMF was added. After 1 h the reaction mixture was diluted with w... Starting materials: O (water), C(=O)C1=CC=C(C=C1)C=1OC[C@@H](N1)C(C)C ((S)-2-(4-formylphenyl)-4-isopropyl-2-oxazoline), C(=O)(OC)[C@H](O)[C@@H](O)C(=O)OC (dimethyl L(+)-tartrate), C1(=CC=C(C=C1)S(=O)(=O)O)C (toluene-4-sulphonic acid). Solvent: C1(=CC=CC=C1)C (toluene). Conditions: time 2.5 hour. The product is C(C)(C)[C@@H]1N=C(OC1)C1=CC=C(C=C1)C1O[C@H]([C@@H](O1)C(=O)OC)C(=O)OC (dimethyl (4R,5R)-2-(4-[(S)-4-isopropyl-2-oxazolinyl]phenyl)-1,3-dioxolane-4,5-dicarboxylate). Reaction SMILES: [CH:1]([C:3]1[CH:8]=[CH:7][C:6]([C:9]2[O:10][CH2:11][C@H:12]([CH:14]([CH3:16])[CH3:15])[N:13]=2)=[CH:5][CH:4]=1)=[O:2].[C:17]([C@@H:21]([C@H:23]([C:25]([O:27][CH3:28])=[O:26])[OH:24])O)([O:19][CH3:20])=[O:18].C1(C)C=CC(S(O)(=O)=O)=CC=1.O>C1(C)C=CC=CC=1>[CH:14]([C@H:12]1[CH2:11][O:10][C:9]([C:6]2[CH:5]=[CH:4][C:3]([CH:1]3[O:24][C@@H:23]([C:25]([O:27][CH3:28])=[O:26])[C@H:21]([C:17]([O:19][CH3:20])=[O:18])[O:2]3)=[CH:8][CH:7]=2)=[N:13]1)([CH3:16])[CH3:15]. Procedure: A solution of 0.8 g of (S)-2-(4-formylphenyl)-4-isopropyl-2-oxazoline and 1 g of dimethyl L(+)-tartrate in 50 ml of toluene is treated with 0.1 g of toluene-4-sulphonic acid. The mixture is heated to boiling for 2.5 hours and the water formed is distilled off simultaneously. Then, 4 drops of triethylamine are added to the reaction mixture. After cooling the mixture is washed with 20 ml of 1N sodium hydrogen carbonate solution and twice with 20 ml of water each time, dried over sodium sulphate an...